Dataset: the Open Reaction Database (ORD), a public repository of structured organic reaction records. Task: describe an organic reaction: reactants, conditions, products, and yield Reactants: C1CCNCC1, CN1CCN(Cc2ccc(C(=O)Nc3cccc(Nc4ccc5c(c4)CC(=O)N5)c3)cc2)CC1, CCO, O=Cc1ccc[nH]1. The product is CN1CCN(Cc2ccc(C(=O)Nc3cccc(Nc4ccc5c(c4)C(=Cc4ccc[nH]4)C(=O)N5)c3)cc2)CC1. Reaction SMILES: [CH2:42]1[CH2:43][CH2:44][NH:45][CH2:46][CH2:47]1.[CH3:1][N:2]1[CH2:3][CH2:4][N:5]([CH2:8][c:9]2[cH:10][cH:11][c:12]([C:13](=[O:14])[NH:15][c:16]3[cH:17][c:18]([NH:22][c:23]4[cH:24][c:25]5[c:29]([cH:30][cH:31]4)[NH:28][C:27](=[O:32])[CH2:26]5)[cH:19][cH:20][cH:21]3)[cH:33][cH:34]2)[CH2:6][CH2:7]1.[CH3:48][CH2:49][OH:50].[nH:35]1[c:36]([CH:40]=[O:41])[cH:37][cH:38][cH:39]1>>[CH3:1][N:2]1[CH2:3][CH2:4][N:5]([CH2:8][c:9]2[cH:10][cH:11][c:12]([C:13](=[O:14])[NH:15][c:16]3[cH:17][c:18]([NH:22][c:23]4[cH:24][c:25]5[c:29]([cH:30][cH:31]4)[NH:28][C:27](=[O:32])[C:26]5=[CH:40][c:36]4[nH:35][cH:39][cH:38][cH:37]4)[cH:19][cH:20][cH:21]3)[cH:33][cH:34]2)[CH2:6][CH2:7]1. Starting materials: BrC1=CC=C(C=C1)NC1=NC=CC=N1 (N-(4-bromophenyl)pyrimidin-2-amine), [H-].[Na+] (sodium hydride), COC1=CC=C(CCl)C=C1 (4-methoxybenzyl chloride). Solvent: [Cl-].[Na+].O (brine), CN(C)C=O (DMF). Reaction conditions: time 30 minute. Product: BrC1=CC=C(C=C1)N(C1=NC=CC=N1)CC1=CC=C(C=C1)OC (N-(4-bromophenyl)-N-(4-methoxybenzyl)pyrimidin-2-amine). RXN SMILES: [Br:1][C:2]1[CH:7]=[CH:6][C:5]([NH:8][C:9]2[N:14]=[CH:13][CH:12]=[CH:11][N:10]=2)=[CH:4][CH:3]=1.[H-].[Na+].[CH3:17][O:18][C:19]1[CH:26]=[CH:25][C:22]([CH2:23]Cl)=[CH:21][CH:20]=1>CN(C=O)C.[Cl-].[Na+].O>[Br:1][C:2]1[CH:3]=[CH:4][C:5]([N:8]([CH2:23][C:22]2[CH:25]=[CH:26][C:19]([O:18][CH3:17])=[CH:20][CH:21]=2)[C:9]2[N:10]=[CH:11][CH:12]=[CH:13][N:14]=2)=[CH:6][CH:7]=1 |f:1.2,5.6.7|. Procedure details: Under an argon atmosphere, N-(4-bromophenyl)pyrimidin-2-amine (75 mg) was added to a suspension of sodium hydride (16 mg) in anhydrous DMF (3 ml), and the resulting mixture was stirred at room temperature for 30 minutes. The reaction solution was cooled to 0° C. and 4-methoxybenzyl chloride (0.045 ml) was added thereto, followed by stirring the resulting mixture at room temperature for 1 hour. Saturated brine was added to the reaction solution and the resulting mixture was extracted 3 times with... Starting materials: C[C@@H]1CN(C[C@@H](O1)C)CC1=CN=C(O1)C1=C2C=NN(C2=CC(=C1)C=1C=C(C(=NC1)OC)NS(=O)(=O)C1=C(C=C(C=C1)F)F)S(=O)(=O)C1=CC=CC=C1 (N-[5-[4-(5-{[(2R,6S)-2,6-dimethyl-4-morpholinyl]methyl}-1,3-oxazol-2-yl)-1-(phenylsulfonyl)-1H-indazol-6-yl]-2-(methyloxy)-3-pyridinyl]-2,4-difluorobenzenesulfonamide), [OH-].[Na+] (sodium hydroxide). As a reaction SMILES: [CH3:1][C@H:2]1[O:7][C@@H:6]([CH3:8])[CH2:5][N:4]([CH2:9][C:10]2[O:14][C:13]([C:15]3[CH:23]=[C:22]([C:24]4[CH:25]=[C:26]([NH:32][S:33]([C:36]5[CH:41]=[CH:40][C:39]([F:42])=[CH:38][C:37]=5[F:43])(=[O:35])=[O:34])[C:27]([O:30][CH3:31])=[N:28][CH:29]=4)[CH:21]=[C:20]4[C:16]=3[CH:17]=[N:18][N:19]4S(C3C=CC=CC=3)(=O)=O)=[N:12][CH:11]=2)[CH2:3]1.[OH-].[Na+]>C(O)(C)C>[CH3:1][C@H:2]1[O:7][C@@H:6]([CH3:8])[CH2:5][N:4]([CH2:9][C:10]2[O:14][C:13]([C:15]3[CH:23]=[C:22]([C:24]4[CH:25]=[C:26]([NH:32][S:33]([C:36]5[CH:41]=[CH:40][C:39]([F:42])=[CH:38][C:37]=5[F:43])(=[O:34])=[O:35])[C:27]([O:30][CH3:31])=[N:28][CH:29]=4)[CH:21]=[C:20]4[C:16]=3[CH:17]=[N:18][NH:19]4)=[N:12][CH:11]=2)[CH2:3]1 |f:1.2|. Solvent: C(C)(C)O (isopropanol). Conditions: time 2 hour. Yields the product C[C@@H]1CN(C[C@@H](O1)C)CC1=CN=C(O1)C1=C2C=NNC2=CC(=C1)C=1C=C(C(=NC1)OC)NS(=O)(=O)C1=C(C=C(C=C1)F)F (N-[5-[4-(5-{[(2R,6S)-2,6-Dimethyl-4-morpholinyl]methyl}-1,3-oxazol-2-yl)-1H-indazol-6-yl]-2-(methyloxy)-3-pyridinyl]-2,4-difluorobenzenesulfonamide). Reported procedure: N-[5-[4-(5-{[(2R,6S)-2,6-dimethyl-4-morpholinyl]methyl}-1,3-oxazol-2-yl)-1-(phenylsulfonyl)-1H-indazol-6-yl]-2-(methyloxy)-3-pyridinyl]-2,4-difluorobenzenesulfonamide (105 mg, 0.140 mmol) was suspended in isopropanol (2 ml) and 2M sodium hydroxide (aq) (0.699 ml, 1.399 mmol) added. The reaction mixture was stirred at RT for 2 h, the solvent removed under a stream of nitrogen and the residue dissolved in water (1 ml) and acidified to pH˜6 by the addition of 2M hydrogen chloride (aq) (a black prec... Isolated yield 23.4%. Starting materials: C(C1=CC=CC=C1)OC(=O)C1=CC(=C(C=C1)NC1=NC=C(C(=N1)Cl)C(F)(F)F)OC (2-(4-benzyloxycarbonyl-2-methoxy-phenylamino)-4-chloro-5-trifluoromethyl-pyrimidine), [H][H] (hydrogen). The reagents and catalysts are [OH-].[Pd+2].[OH-] (palladium hydroxide). The solvent is C1CCOC1 (THF). Conditions: time 16 hour. Product: C(=O)(O)C1=CC(=C(C=C1)NC1=NC=C(C(=N1)Cl)C(F)(F)F)OC (2-(4-carboxy-2-methoxy-phenylamino)-4-chloro-5-trifluoromethyl-pyrimidine). RXN SMILES: C([O:8][C:9]([C:11]1[CH:16]=[CH:15][C:14]([NH:17][C:18]2[N:23]=[C:22]([Cl:24])[C:21]([C:25]([F:28])([F:27])[F:26])=[CH:20][N:19]=2)=[C:13]([O:29][CH3:30])[CH:12]=1)=[O:10])C1C=CC=CC=1.[H][H]>C1COCC1.[OH-].[Pd+2].[OH-]>[C:9]([C:11]1[CH:16]=[CH:15][C:14]([NH:17][C:18]2[N:23]=[C:22]([Cl:24])[C:21]([C:25]([F:28])([F:27])[F:26])=[CH:20][N:19]=2)=[C:13]([O:29][CH3:30])[CH:12]=1)([OH:10])=[O:8] |f:3.4.5|. Procedure: 1 g (2.284 mmol) 2-(4-benzyloxycarbonyl-2-methoxy-phenylamino)-4-chloro-5-trifluoromethyl-pyrimidine are dissolved in 50 ml THF and combined with 100 mg palladium hydroxide. The reaction mixture is stirred for 16 h at ambient temperature and 4 bar hydrogen pressure. Then the catalyst is filtered off and the solvent is eliminated in vacuo.